From a dataset of the Open Reaction Database (ORD), a public repository of structured organic reaction records. describe an organic reaction: reactants, conditions, products, and yield The reactants are CC(C)=O, [K+], [K+], O=C([O-])[O-], O, O=Cc1cccc(O)c1. Product: COc1cccc(C=O)c1. As a reaction SMILES: [CH3:17][C:18](=[O:19])[CH3:20].[K+:10].[K+:11].[O-:12][C:13]([O-:14])=[O:15].[OH2:16].[OH:1][c:2]1[cH:3][c:4]([CH:5]=[O:6])[cH:7][cH:8][cH:9]1>>[O:1]([c:2]1[cH:3][c:4]([CH:5]=[O:6])[cH:7][cH:8][cH:9]1)[CH3:13].